From a dataset of the Open Reaction Database (ORD), a public repository of structured organic reaction records. describe an organic reaction: reactants, conditions, products, and yield Reactants: CCOC(=O)c1ccc(N2CCC(OC3C=CCCC3)CC2)cc1, CO, [H][H]. Yields the product CCOC(=O)c1ccc(N2CCC(OC3CCCCC3)CC2)cc1. Reaction SMILES: [CH2:1]([CH3:2])[O:3][C:4]([c:5]1[cH:6][cH:7][c:8]([N:11]2[CH2:12][CH2:13][CH:14]([O:17][CH:18]3[CH:19]=[CH:20][CH2:21][CH2:22][CH2:23]3)[CH2:15][CH2:16]2)[cH:9][cH:10]1)=[O:24].[CH3:27][OH:28].[H:25][H:26]>>[CH2:1]([CH3:2])[O:3][C:4]([c:5]1[cH:6][cH:7][c:8]([N:11]2[CH2:12][CH2:13][CH:14]([O:17][CH:18]3[CH2:19][CH2:20][CH2:21][CH2:22][CH2:23]3)[CH2:15][CH2:16]2)[cH:9][cH:10]1)=[O:24].